Dataset: the Open Reaction Database (ORD), a public repository of structured organic reaction records. Task: describe an organic reaction: reactants, conditions, products, and yield Starting materials: BrBr (Bromine), C[C@@H]1N(CCOC1)C1=NC(=C2N=CNC2=N1)N1[C@@H](COCC1)C (2-((S)-3-Methyl-morpholin-4-yl)-6-((R)-3-methyl-morpholin-4-yl)-9H-purine), [O-]S(=O)(=S)[O-].[Na+].[Na+] (Na2S2O3). Run in C(Cl)Cl (CH2Cl2), C(Cl)Cl (CH2Cl2). Run at time 6 hour. Yields the product BrC=1NC2=NC(=NC(=C2N1)N1[C@@H](COCC1)C)N1[C@H](COCC1)C (8-Bromo-2-((S)-3-methyl-morpholin-4-yl)-6-((R)-3-methyl-morpholin-4-yl)-9H-purine). The yield is 46.4%. As a reaction SMILES: [CH3:1][C@H:2]1[CH2:7][O:6][CH2:5][CH2:4][N:3]1[C:8]1[N:16]=[C:15]2[C:11]([N:12]=[CH:13][NH:14]2)=[C:10]([N:17]2[CH2:22][CH2:21][O:20][CH2:19][C@H:18]2[CH3:23])[N:9]=1.[Br:24]Br.[O-]S([O-])(=S)=O.[Na+].[Na+]>C(Cl)Cl>[Br:24][C:13]1[NH:14][C:15]2[C:11]([N:12]=1)=[C:10]([N:17]1[CH2:22][CH2:21][O:20][CH2:19][C@H:18]1[CH3:23])[N:9]=[C:8]([N:3]1[CH2:4][CH2:5][O:6][CH2:7][C@@H:2]1[CH3:1])[N:16]=2 |f:2.3.4|. Procedure: 2-((S)-3-Methyl-morpholin-4-yl)-6-((R)-3-methyl-morpholin-4-yl)-9H-purine (786 mg, 2.47 mmol) were dissolved in CH2Cl2 (25 mL). Bromine (0.16 mL, 3.09 mmol) diluted in 2 mL of CH2Cl2 was added slowly within 2 minutes. The reaction mixture was stirred for 6 hours at room temperature. Aqueous Na2S2O3 (10 mL) was added to the reaction mixture, and stirring was continued for 15 minutes. The organic layer was washed with brine and aqueous NaHCO3. Drying over Na2SO4, filtering and concentration under ...